This data is from the Open Reaction Database (ORD), a public repository of structured organic reaction records. The task is: describe an organic reaction: reactants, conditions, products, and yield The reactants are BrCc1ccccc1, O=C([O-])[O-], COC(=O)c1ccc(CNC(=O)OCc2ccccc2)cc1O, CC(C)=O, [K+], [K+]. Product: COC(=O)c1ccc(CNC(=O)OCc2ccccc2)cc1OCc1ccccc1. RXN SMILES: [Br:24][CH2:25][c:26]1[cH:27][cH:28][cH:29][cH:30][cH:31]1.[C:32](=[O:33])([O-:34])[O-:35].[CH2:1]([c:2]1[cH:3][cH:4][cH:5][cH:6][cH:7]1)[O:8][C:9](=[O:10])[NH:11][CH2:12][c:13]1[cH:14][c:15]([OH:23])[c:16]([C:17](=[O:18])[O:19][CH3:20])[cH:21][cH:22]1.[CH3:38][C:39](=[O:40])[CH3:41].[K+:36].[K+:37]>>[CH2:1]([c:2]1[cH:3][cH:4][cH:5][cH:6][cH:7]1)[O:8][C:9](=[O:10])[NH:11][CH2:12][c:13]1[cH:14][c:15]([O:23][CH2:25][c:26]2[cH:27][cH:28][cH:29][cH:30][cH:31]2)[c:16]([C:17](=[O:18])[O:19][CH3:20])[cH:21][cH:22]1. Starting materials: BrC=1C=C(C2=C(C(CO2)(C)C)C1)CC (5-bromo-3,3-dimethyl-7-ethyl-2,3-dihydro-benzofuran), Compound 9, C(C1=CC=CC=C1)(C1=CC=CC=C1)=N (benzophenone imine), CC(C)([O-])C.[Na+] (sodium-tert-butoxide), C1=CC=C(C=C1)P(C2=CC=CC=C2)C3=C(C4=CC=CC=C4C=C3)C5=C(C=CC6=CC=CC=C65)P(C7=CC=CC=C7)C8=CC=CC=C8 ((S)-(-)-2,2'-bis(diphenylphosphino)-1,1'-binaphthyl), imine, Cl (hydrochloric acid). Reagents/catalysts: C=1C=CC(=CC1)/C=C/C(=O)/C=C/C2=CC=CC=C2.C=1C=CC(=CC1)/C=C/C(=O)/C=C/C2=CC=CC=C2.C=1C=CC(=CC1)/C=C/C(=O)/C=C/C2=CC=CC=C2.[Pd].[Pd] (tris(dibenzylideneacetone)dipalladium(0)). Run in C1(=CC=CC=C1)C (toluene), O1CCCC1 (tetrahydrofuran). The product is NC=1C=C(C2=C(C(CO2)(C)C)C1)CC (5-Amino-3,3-dimethyl-7-ethyl-2,3-dihydro-benzofuran), oil. Yield: 78.0%. As a reaction SMILES: Br[C:2]1[CH:3]=[C:4]([CH2:13][CH3:14])[C:5]2[O:9][CH2:8][C:7]([CH3:11])([CH3:10])[C:6]=2[CH:12]=1.C(=[NH:28])(C1C=CC=CC=1)C1C=CC=CC=1.CC(C)([O-])C.[Na+].C1C=CC(P(C2C=CC3C(=CC=CC=3)C=2C2C3C(=CC=CC=3)C=CC=2P(C2C=CC=CC=2)C2C=CC=CC=2)C2C=CC=CC=2)=CC=1.Cl>C1(C)C=CC=CC=1.O1CCCC1.C1C=CC(/C=C/C(/C=C/C2C=CC=CC=2)=O)=CC=1.C1C=CC(/C=C/C(/C=C/C2C=CC=CC=2)=O)=CC=1.C1C=CC(/C=C/C(/C=C/C2C=CC=CC=2)=O)=CC=1.[Pd].[Pd]>[NH2:28][C:2]1[CH:3]=[C:4]([CH2:13][CH3:14])[C:5]2[O:9][CH2:8][C:7]([CH3:11])([CH3:10])[C:6]=2[CH:12]=1 |f:2.3,8.9.10.11.12|. Reported procedure: Following general procedure D and using 5-bromo-3,3-dimethyl-7-ethyl-2,3-dihydro-benzofuran (Compound 9, 1.2 g, 4.72 mmol obtained substantially in accordance with J Med. Chem. 1998, 41, 1124-1137), benzophenone imine (0.94 g, 5.2 mmol), sodium-tert-butoxide (0.63 g, 6.6 mmol), tris(dibenzylideneacetone)dipalladium(0) (0.020 g, 0.021 mmol) and (S)-(-)-2,2'-bis(diphenylphosphino)-1,1'-binaphthyl (0.040 g, 0.064 mmol) in 10 mL of anhydrous toluene, followed by hydrolysis of the intermediary imine ... The reactants are C(C)OC(=O)N1[C@@H](C[C@@H](C2=NC(=CC=C12)OC)NC(C1=CC(=CC(=C1)C(F)(F)F)C(F)(F)F)C1=NC=C(C=N1)NC(CNC(=O)OCC1=CC=CC=C1)=O)CC ((2R*,4S*)-4-({5-[2-(Benzyloxycarbonylamino)acetylamino]pyrimidin-2-yl}-[3,5-bis(trifluoromethyl)benzyl]}amino-2-ethyl-6-methoxy-3,4-dihydro-2H-[1,5]naphthyridine-1-carboxylic acid ethyl ester). Reagents/catalysts: [Pd] (palladium/carbon). The solvent is CO (methanol). Conditions: time 30 minute. The product is C(C)OC(=O)N1[C@@H](C[C@@H](C2=NC(=CC=C12)OC)NC(C1=CC(=CC(=C1)C(F)(F)F)C(F)(F)F)C1=NC=C(C=N1)NC(CN)=O)CC ((2R*,4S*)-4-{[5-(2-aminoacetylamino)pyrimidin-2-yl]-[3,5-bis(trifluoromethyl)benzyl]}amino-2-ethyl-6-methoxy-3,4-dihydro-2H-[1,5]naphthyridine-1-carboxylic acid ethyl ester). The yield is 88.4%. Reaction SMILES: [CH2:1]([O:3][C:4]([N:6]1[C:15]2[C:10](=[N:11][C:12]([O:16][CH3:17])=[CH:13][CH:14]=2)[C@@H:9]([NH:18][CH:19]([C:34]2[N:39]=[CH:38][C:37]([NH:40][C:41](=[O:54])[CH2:42][NH:43]C(OCC3C=CC=CC=3)=O)=[CH:36][N:35]=2)[C:20]2[CH:25]=[C:24]([C:26]([F:29])([F:28])[F:27])[CH:23]=[C:22]([C:30]([F:33])([F:32])[F:31])[CH:21]=2)[CH2:8][C@H:7]1[CH2:55][CH3:56])=[O:5])[CH3:2]>CO.[Pd]>[CH2:1]([O:3][C:4]([N:6]1[C:15]2[C:10](=[N:11][C:12]([O:16][CH3:17])=[CH:13][CH:14]=2)[C@@H:9]([NH:18][CH:19]([C:34]2[N:35]=[CH:36][C:37]([NH:40][C:41](=[O:54])[CH2:42][NH2:43])=[CH:38][N:39]=2)[C:20]2[CH:25]=[C:24]([C:26]([F:28])([F:29])[F:27])[CH:23]=[C:22]([C:30]([F:31])([F:32])[F:33])[CH:21]=2)[CH2:8][C@H:7]1[CH2:55][CH3:56])=[O:5])[CH3:2]. Procedure details: (2R*,4S*)-4-({5-[2-(Benzyloxycarbonylamino)acetylamino]pyrimidin-2-yl}-[3,5-bis(trifluoromethyl)benzyl]}amino-2-ethyl-6-methoxy-3,4-dihydro-2H-[1,5]naphthyridine-1-carboxylic acid ethyl ester (631 mg) is dissolved in methanol (10 ml), 10% palladium/carbon (100 mg) is added thereto and then the mixture is stirred at room temperature under hydrogen for 30 minutes. The reaction solution is filtered, and concentrated under reduced pressure. The resulting residue is purified by column chromatography ... Reactants: BrCC1=C(C(N=C(N1)C=1SC=CN1)C1=C(C=C(C=C1)F)C1=CC(=CC(=C1)C(F)(F)F)C(F)(F)F)C(=O)OCC (Ethyl 6-(bromomethyl)-4-(5-fluoro-3′,5′-bis(trifluoromethyl)-[1,1′-biphenyl]-2-yl)-2-(thiazol-2-yl)-1,4-dihydropyrimidine-5-carboxylate), N1[C@@H](COCC1)C(=O)O ((S)-morpholine-3-carboxylic acid). The product is C(C)OC(=O)C1=C(NC(=NC1C1=C(C=C(C=C1)F)C1=CC(=CC(=C1)C(F)(F)F)C(F)(F)F)C=1SC=CN1)CN1[C@@H](COCC1)C(=O)O ((3S)-4-((5-(ethoxycarbonyl)-6-(5-fluoro-3′,5′-bis(trifluoromethyl)-[1,1′-biphenyl]-2-yl)-2-(thiazol-2-yl)-3,6-dihydropyrimidin-4-yl)methyl)morpholine-3-carboxylic acid). The yield is 58.0%. Reaction SMILES: Br[CH2:2][C:3]1[NH:8][C:7]([C:9]2[S:10][CH:11]=[CH:12][N:13]=2)=[N:6][CH:5]([C:14]2[CH:19]=[CH:18][C:17]([F:20])=[CH:16][C:15]=2[C:21]2[CH:26]=[C:25]([C:27]([F:30])([F:29])[F:28])[CH:24]=[C:23]([C:31]([F:34])([F:33])[F:32])[CH:22]=2)[C:4]=1[C:35]([O:37][CH2:38][CH3:39])=[O:36].[NH:40]1[CH2:45][CH2:44][O:43][CH2:42][C@H:41]1[C:46]([OH:48])=[O:47]>>[CH2:38]([O:37][C:35]([C:4]1[CH:5]([C:14]2[CH:19]=[CH:18][C:17]([F:20])=[CH:16][C:15]=2[C:21]2[CH:22]=[C:23]([C:31]([F:32])([F:34])[F:33])[CH:24]=[C:25]([C:27]([F:29])([F:30])[F:28])[CH:26]=2)[N:6]=[C:7]([C:9]2[S:10][CH:11]=[CH:12][N:13]=2)[NH:8][C:3]=1[CH2:2][N:40]1[CH2:45][CH2:44][O:43][CH2:42][C@H:41]1[C:46]([OH:48])=[O:47])=[O:36])[CH3:39]. Procedure details: Ethyl 6-(bromomethyl)-4-(5-fluoro-3′,5′-bis(trifluoromethyl)-[1,1′-biphenyl]-2-yl)-2-(thiazol-2-yl)-1,4-dihydropyrimidine-5-carboxylate (3.37 g, 5.3 mmol) was reacted with (S)-morpholine-3-carboxylic acid (0.69 g, 5.3 mmol) according to the procedure described in Example 1, Step C to give the title compound as a yellow solid (2.11 g, 58%). The compound was characterized by the following spectroscopic data: The reactants are C(C1=CC=CC=C1)N1C(=CC=C1)C=O (1-benzyl-1H-pyrrole-2-carbaldehyde), C(C)(C)[Mg]Br (i-PrMgBr). Reaction SMILES: [CH2:1]([N:8]1[CH:12]=[CH:11][CH:10]=[C:9]1[CH:13]=[O:14])[C:2]1[CH:7]=[CH:6][CH:5]=[CH:4][CH:3]=1.[CH:15]([Mg]Br)([CH3:17])[CH3:16]>C1COCC1>[CH2:1]([N:8]1[CH:12]=[CH:11][CH:10]=[C:9]1[CH:13]([OH:14])[CH:15]([CH3:17])[CH3:16])[C:2]1[CH:3]=[CH:4][CH:5]=[CH:6][CH:7]=1. Procedure: To 1-benzyl-1H-pyrrole-2-carbaldehyde (0.50 g, 2.7 mmol) in THF (20 mL) at 0° C. was added a solution of i-PrMgBr (5.4 mL, 1N in THF, 5.4 mmol). The reaction mixture was warmed to room temperature and after 1.5 h it was quenched with saturated aqueous ammonium chloride, extracted with EtOAc, dried (Na2SO4) and concentrated. Column chromatography (EtOAc/hexanes, 1:4) provided 0.345 g (56%) of 1-(1-benzyl-1H-pyrrol-2-yl)-2-methylpropan-1-ol as an oil. Product: EtOAc hexanes, C(C1=CC=CC=C1)N1C(=CC=C1)C(C(C)C)O (1-(1-benzyl-1H-pyrrol-2-yl)-2-methylpropan-1-ol). Yield: 55.7%. Solvent: C1CCOC1 (THF). The reactants are [Cl-], CC(=O)CCF, Fc1ccc(-c2ccc(Br)cc2)cc1, [Mg], [NH4+]. As a reaction SMILES: [Cl-:22].[F:16][CH2:17][CH2:18][C:19]([CH3:20])=[O:21].[F:1][c:2]1[cH:3][cH:4][c:5](-[c:8]2[cH:9][cH:10][c:11]([Br:14])[cH:12][cH:13]2)[cH:6][cH:7]1.[Mg:15].[NH4+:23]>>[F:1][c:2]1[cH:3][cH:4][c:5](-[c:8]2[cH:9][cH:10][c:11]([C:19]([CH2:18][CH2:17][F:16])([CH3:20])[OH:21])[cH:12][cH:13]2)[cH:6][cH:7]1. Product: CC(O)(CCF)c1ccc(-c2ccc(F)cc2)cc1. Starting materials: Cl.N12CC(C(CC1)CC2)=O (3-quinuclidinone hydrochloride), COC(C)(C)OC (2,2 dimethoxypropane), CS(=O)(=O)O (methanesulfonic acid). Run in P(=O)([O-])([O-])[O-] (phosphate). Product: COC1(CN2CCC1CC2)OC (3,3-Dimethoxyquinuclidine). RXN SMILES: Cl.[N:2]12CCC([CH2:6][CH2:7]1)[C:4](=O)[CH2:3]2.[CH3:11][O:12][C:13]([O:16][CH3:17])([CH3:15])[CH3:14].CS(O)(=O)=O>P([O-])([O-])([O-])=O>[CH3:11][O:12][C:13]1([O:16][CH3:17])[CH:15]2[CH2:6][CH2:7][N:2]([CH2:3][CH2:4]2)[CH2:14]1 |f:0.1|. Procedure details: A mixture of 3-quinuclidinone hydrochloride (5.00 g, 30.9 mmol), 2,2 dimethoxypropane (50 ml), and methanesulfonic acid (0.1 ml) was refluxed for 8 h. The reaction mixture was poured in pH 7.4 phosphate buffer (20 ml) and washed 4 times with ethyl acetate. The aqueous phase was made basic by the addition of 4 M NaOH. Extraction with 3 portions of ethyl acetate gave, after drying and evaporation the title compound as a colorless oil. Yield 4.00 g (75%). Starting materials: O=CCCc1ccc(C(F)(F)F)c(F)c1, CCCc1nc(I)cn1CCN. The product is CCCc1nc(I)c2n1CCNC2CCc1ccc(C(F)(F)F)c(F)c1. RXN SMILES: [F:13][c:14]1[cH:15][c:16]([CH2:24][CH2:25][CH:26]=[O:27])[cH:17][cH:18][c:19]1[C:20]([F:21])([F:22])[F:23].[I:1][c:2]1[n:3][c:4]([CH2:10][CH2:11][CH3:12])[n:5]([CH2:7][CH2:8][NH2:9])[cH:6]1>>[I:1][c:2]1[n:3][c:4]([CH2:10][CH2:11][CH3:12])[n:5]2[c:6]1[CH:26]([CH2:25][CH2:24][c:16]1[cH:15][c:14]([F:13])[c:19]([C:20]([F:21])([F:22])[F:23])[cH:18][cH:17]1)[NH:9][CH2:8][CH2:7]2. Reactants: C(#N)[BH3-].[Na+] (sodium cyanoborohydride), CC(CC1=CC=C(C=C1)C1=NC(=NO1)C1=CC=C(C=C1)CO)C (4-(5-(4-(2-methylpropyl)phenyl)-1,2,4-oxadiazol-3-yl)phenylmethanol), N1CC(C1)C(=O)O (3-azetidine carboxylic acid), C(C)(=O)O (acetic acid). Run in CO (methanol), CO (methanol). Reaction conditions: time 1 hour. Yields the product CC(CC1=CC=C(C=C1)C1=NC(=NO1)C1=CC=C(CN2CC(C2)C(=O)O)C=C1)C (1-(4-(5-(4-(2-Methylpropyl)phenyl)-1,2,4-oxadiazol-3-yl)benzyl)azetidine-3-carboxylic acid). Isolated yield 73.6%. As a reaction SMILES: [CH3:1][CH:2]([CH3:23])[CH2:3][C:4]1[CH:9]=[CH:8][C:7]([C:10]2[O:14][N:13]=[C:12]([C:15]3[CH:20]=[CH:19][C:18]([CH2:21]O)=[CH:17][CH:16]=3)[N:11]=2)=[CH:6][CH:5]=1.[NH:24]1[CH2:27][CH:26]([C:28]([OH:30])=[O:29])[CH2:25]1.C(O)(=O)C.C([BH3-])#N.[Na+]>CO>[CH3:1][CH:2]([CH3:23])[CH2:3][C:4]1[CH:5]=[CH:6][C:7]([C:10]2[O:14][N:13]=[C:12]([C:15]3[CH:16]=[CH:17][C:18]([CH2:21][N:24]4[CH2:27][CH:26]([C:28]([OH:30])=[O:29])[CH2:25]4)=[CH:19][CH:20]=3)[N:11]=2)=[CH:8][CH:9]=1 |f:3.4|. Reported procedure: A solution of 3.06 g (10.0 mmol) of Aldehyde 1, 1.06 g (10.5 mmol) of 3-azetidine carboxylic acid and 5 mL of acetic acid in 150 mL of methanol was stirred for 20 min at rt. A solution of sodium cyanoborohydride (380 mg, 5.0 mmol) in 20 mL of methanol was added. The reaction mixture was stirred for 1 h then was filtered. The solids were washed with 30 ml of methanol and dried to afford 2.88 g (74%) of the title compound: 1H NMR (400 Mhz, CD3OD) δ 0.95 (d, J=6.6, 6H), 1.96 (m, 1H), 2.62 (d, J=7.3...